From a dataset of the Open Reaction Database (ORD), a public repository of structured organic reaction records. describe an organic reaction: reactants, conditions, products, and yield Starting materials: N([C@@H](CC1=CC=C(C=C1)OCC1=CC=CC=C1)C(=O)O)C(=O)OC(C)(C)C (Boc-Tyr(OBn)-OH), NC(C)(C)C(=O)OC.Cl (Aib-OMe hydrochloride), CN1CCOCC1 (NMM), C1CCC(CC1)N=C=NC2CCCCC2 (DCC). Run in C(Cl)Cl (CH2Cl2), CN(C)C=O (DMF). Conditions: temperature 0 celsius, time 5 minute. Product: N([C@@H](CC1=CC=C(C=C1)OCC1=CC=CC=C1)C(=O)NC(C)(C)C(=O)OC)C(=O)OC(C)(C)C (Boc-Tyr(OBn)-Aib-OMe). The yield is 47.4%. Reaction SMILES: [NH:1]([C:21]([O:23][C:24]([CH3:27])([CH3:26])[CH3:25])=[O:22])[C@H:2]([C:18](O)=[O:19])[CH2:3][C:4]1[CH:9]=[CH:8][C:7]([O:10][CH2:11][C:12]2[CH:17]=[CH:16][CH:15]=[CH:14][CH:13]=2)=[CH:6][CH:5]=1.C1CCC(N=C=NC2CCCCC2)CC1.[NH2:43][C:44]([C:47]([O:49][CH3:50])=[O:48])([CH3:46])[CH3:45].Cl.CN1CCOCC1>C(Cl)Cl.CN(C=O)C>[NH:1]([C:21]([O:23][C:24]([CH3:27])([CH3:26])[CH3:25])=[O:22])[C@H:2]([C:18]([NH:43][C:44]([C:47]([O:49][CH3:50])=[O:48])([CH3:46])[CH3:45])=[O:19])[CH2:3][C:4]1[CH:9]=[CH:8][C:7]([O:10][CH2:11][C:12]2[CH:17]=[CH:16][CH:15]=[CH:14][CH:13]=2)=[CH:6][CH:5]=1 |f:2.3|. Procedure: A solution containing about 1.5 g of Boc-Tyr(OBn)-OH (5) in 10 ml of dry CH2Cl2 was treated at 0° C. with about 417 mg of DCC. The mixture was stirred at 0° C. for about 5 minutes and treated with a solution containing about 620 mg of Aib-OMe hydrochloride (6) and about 490 mg of NMM in 2 ml of dry DMF. After stirring at 22° C. for about 12 hours, the reaction mixture was extracted with a saturated aqueous solution of NH4Cl. The organic layer was dried over Na2SO4, evaporated to dryness, and the... The reactants are C(C1=CC=CC=C1)(=O)Cl (benzoyl chloride), [C@@H]1([C@H](O)[C@H](O)[C@@H](CO)O1)N1C=NC=2C(=O)NC(N)=NC12 (guanosine), C([O-])(O)=O.[Na+] (sodium bicarbonate). The reagents and catalysts are CN(C)C1=CC=NC=C1 (N,N-dimethyl-4-aminopyridine). The solvent is CN(C=O)C (N,N-dimethylformamide). Conditions: temperature 25 celsius, time 72 hour. Product: C(C1=CC=CC=C1)(=O)[C@@]1([C@H](O)[C@H](O)[C@@H](CO)O1)N1C=NC=2C(=O)NC(N)=NC12 (Benzoylguanosine). As a reaction SMILES: [C@@H:1]1([N:10]2[C:20]3[N:19]=[C:17]([NH2:18])[NH:16][C:14](=[O:15])[C:13]=3[N:12]=[CH:11]2)[O:9][C@H:6]([CH2:7][OH:8])[C@@H:4]([OH:5])[C@H:2]1[OH:3].[C:21](Cl)(=[O:28])[C:22]1[CH:27]=[CH:26][CH:25]=[CH:24][CH:23]=1.C(=O)(O)[O-].[Na+]>CN(C1C=CN=CC=1)C.CN(C)C=O>[C:21]([C@@:1]1([N:10]2[C:20]3[N:19]=[C:17]([NH2:18])[NH:16][C:14](=[O:15])[C:13]=3[N:12]=[CH:11]2)[O:9][C@H:6]([CH2:7][OH:8])[C@@H:4]([OH:5])[C@H:2]1[OH:3])(=[O:28])[C:22]1[CH:27]=[CH:26][CH:25]=[CH:24][CH:23]=1 |f:2.3|. Reported procedure: To a 100 mL flask was added guanosine (2.0 g, 7.06 mmol) and N,N-dimethyl-4-aminopyridine (0.017 g, 0.14 mmol). N,N-dimethylformamide (30 mL) was added via cannula with stirring, the flask was purged with argon gas and pyridine (16 mL) was added via cannula. The slurry was allowed to cool 10 min. in an ice/NaCl bath and benzoyl chloride (1.2 mL, 8.5 mmol) was added dropwise. The mixture was allowed to stir while it slowly warmed to 25° C. After 72 h, the mixture was poured into 300 mL of 0.1 M s... Starting materials: Nc1ccc(-c2nc3ccccc3o2)cc1, [Na+], [Na+], O=C([O-])[O-], NS(=O)(=O)[O-]. Yields the product O=S(=O)([O-])Nc1ccc(-c2nc3ccccc3o2)cc1, [Na+]. RXN SMILES: [NH2:1][c:2]1[cH:3][cH:4][c:5](-[c:8]2[o:9][c:10]3[c:11]([n:12]2)[cH:13][cH:14][cH:15][cH:16]3)[cH:6][cH:7]1.[Na+:22].[Na+:23].[O-:24][C:25](=[O:26])[O-:27].[S:17]([NH2:18])([O-:19])(=[O:20])=[O:21]>>[NH:1]([c:2]1[cH:3][cH:4][c:5](-[c:8]2[o:9][c:10]3[c:11]([n:12]2)[cH:13][cH:14][cH:15][cH:16]3)[cH:6][cH:7]1)[S:17](=[O:19])(=[O:20])[O-:21].[Na+:22]. The reactants are FC1=C(C=C(C=C1)C(F)(F)F)C(=NO)NC1=CC=NC=C1 (2-fluoro-5-trifluoromethylphenyl-4-pyridinylamino methanone oxime), [O-]CCCC.[K+] (potassium butoxide). The solvent is C1CCOC1 (THF), O (water), C(C)(=O)OCC (ethyl acetate). Run at time 6 hour. Product: FC(C=1C=CC2=C(C(=NO2)NC2=CC=NC=C2)C1)(F)F (5-Trifluoromethyl-3-(4-pyridinylamino)-1,2-benzisoxazole). Isolated yield 70.0%. RXN SMILES: F[C:2]1[CH:7]=[CH:6][C:5]([C:8]([F:11])([F:10])[F:9])=[CH:4][C:3]=1[C:12]([NH:15][C:16]1[CH:21]=[CH:20][N:19]=[CH:18][CH:17]=1)=[N:13][OH:14].[O-]CCCC.[K+]>C1COCC1.O.C(OCC)(=O)C>[F:9][C:8]([F:11])([F:10])[C:5]1[CH:6]=[CH:7][C:2]2[O:14][N:13]=[C:12]([NH:15][C:16]3[CH:21]=[CH:20][N:19]=[CH:18][CH:17]=3)[C:3]=2[CH:4]=1 |f:1.2|. Reported procedure: Synanti 2-fluoro-5-trifluoromethylphenyl-4-pyridinylamino methanone oxime (10.7 g, 35.8 mmol) was dissolved in THF (400 mL) and potassium butoxide (4.4 g, 1.1 eq) was added in one portion. The reaction was stirred for 6 hours at room temperature under nitrogen. The reaction was diluted with water and ethyl acetate. The organic layer was collected and washed with water and brine, dried over anhydrous magnesium sulfate, filtered and concentrated under vacuum. Trituration with ethyl acetate provide... Starting materials: FC(C=1C=C(C=C(C1)C(F)(F)F)C(C)O)(F)F ((+/-)-1-(3,5-bis(trifluoromethy)-phenyl)-1-hydroxyethane), [Br-].[Br-].C1(=CC=CC=C1)P(C1=CC=CC=C1)C1=CC=CC=C1 (triphenylphosphine dibromide). Run in C(C)#N (acetonitrile). Reaction conditions: time 1.5 hour. Yields the product FC(C=1C=C(C=C(C1)C(F)(F)F)C(C)Br)(F)F ((+/-)-1-(3,5-Bis(trifluoromethyl)phenyl)ethyl bromide). The yield is 74.5%. RXN SMILES: [F:1][C:2]([F:17])([F:16])[C:3]1[CH:4]=[C:5]([CH:13](O)[CH3:14])[CH:6]=[C:7]([C:9]([F:12])([F:11])[F:10])[CH:8]=1.[Br-:18].[Br-].C1(P(C2C=CC=CC=2)C2C=CC=CC=2)C=CC=CC=1>C(#N)C>[F:1][C:2]([F:17])([F:16])[C:3]1[CH:4]=[C:5]([CH:13]([Br:18])[CH3:14])[CH:6]=[C:7]([C:9]([F:12])([F:11])[F:10])[CH:8]=1 |f:1.2.3|. Reported procedure: To a solution of 1.89 g of (+/-)-1-(3,5-bis(trifluoromethy)-phenyl)-1-hydroxyethane prepared as in Example 5, Step A in 50 mL of acetonitrile at room temperature was added 5.15 g of triphenylphosphine dibromide. After 1.5 h, the reaction was partitioned between ether and water and the ether layer was washed with brine, dried with sodium sulfate and evaporated. The product was triturated with hexanes, filtered to remove the solid and reconcentrated. The residue was purified by flash chromatograph... Starting materials: CCO, CN(C)C(=O)c1cc(Cl)nnc1Cl, N. Yields the product CN(C)C(=O)c1cc(Cl)nnc1N. As a reaction SMILES: [CH3:15][CH2:16][OH:17].[CH3:1][N:2]([C:3](=[O:4])[c:5]1[c:6]([Cl:12])[n:7][n:8][c:9]([Cl:11])[cH:10]1)[CH3:13].[NH3:14]>>[CH3:1][N:2]([C:3](=[O:4])[c:5]1[c:6]([NH2:14])[n:7][n:8][c:9]([Cl:11])[cH:10]1)[CH3:13]. The reactants are C(C)(=O)N[C@@H](C(=O)OCC)CC1=CC=2CCCCC2C=C1 (ethyl (R)-2-acetylamino-3-(5,6,7,8-tetrahydro-naphthalen-2-yl)-propionate), ice. Run in Cl (HCl). Yields the product N[C@@H](C(=O)O)CC1=CC=2CCCCC2C=C1 ((R)-2-amino-3-(5,6,7,8-tetrahydro-naphthalen-2-yl)-propionic acid). As a reaction SMILES: C([NH:4][C@H:5]([CH2:11][C:12]1[CH:21]=[CH:20][C:19]2[CH2:18][CH2:17][CH2:16][CH2:15][C:14]=2[CH:13]=1)[C:6]([O:8]CC)=[O:7])(=O)C>Cl>[NH2:4][C@H:5]([CH2:11][C:12]1[CH:21]=[CH:20][C:19]2[CH2:18][CH2:17][CH2:16][CH2:15][C:14]=2[CH:13]=1)[C:6]([OH:8])=[O:7]. Procedure details: A mixture of 10.0 g (34.6 mmol) ethyl (R)-2-acetylamino-3-(5,6,7,8-tetrahydro-naphthalen-2-yl)-propionate and 120 mL 6 M HCl was refluxed for 3 h. The reaction mixture was cooled in the ice bath, the precipitate was suction filtered, washed with water and diisopropylether and dried.